Dataset: the Open Reaction Database (ORD), a public repository of structured organic reaction records. Task: describe an organic reaction: reactants, conditions, products, and yield Starting materials: ClC=1C=NC=C(C1SC1=C(C=C(S1)C(=O)Cl)[N+](=O)[O-])Cl (5-[(3,5-dichloro-4-pyridyl)sulfanyl]-4-nitro-thiophene-2-carbonyl chloride), BrC1=CC=C(N)C=C1 (4-bromoaniline). Yields the product BrC1=CC=C(C=C1)NC(=O)C=1SC(=C(C1)[N+](=O)[O-])SC1=C(C=NC=C1Cl)Cl (N-(4-bromophenyl)-5-((3,5-dichloropyridin-4-yl)thio)-4-nitrothiophene-2-carboxamide), solid. Yield: 33.0%. Reaction SMILES: [Cl:1][C:2]1[CH:3]=[N:4][CH:5]=[C:6]([Cl:20])[C:7]=1[S:8][C:9]1[S:13][C:12]([C:14](Cl)=[O:15])=[CH:11][C:10]=1[N+:17]([O-:19])=[O:18].[Br:21][C:22]1[CH:28]=[CH:27][C:25]([NH2:26])=[CH:24][CH:23]=1>>[Br:21][C:22]1[CH:28]=[CH:27][C:25]([NH:26][C:14]([C:12]2[S:13][C:9]([S:8][C:7]3[C:2]([Cl:1])=[CH:3][N:4]=[CH:5][C:6]=3[Cl:20])=[C:10]([N+:17]([O-:19])=[O:18])[CH:11]=2)=[O:15])=[CH:24][CH:23]=1. Reported procedure: Prepared according to the procedure described for example 50 from 5-[(3,5-dichloro-4-pyridyl)sulfanyl]-4-nitro-thiophene-2-carbonyl chloride (120 mg, 0.33 mmol) and 4-bromoaniline (67 mg, 0.39 mmol). The title compound was obtained as a solid (55 mg, 33% yield). 1H NMR (400 MHz, d6-DMSO) δ: 10.63 (1H, s), 9.01 (2H, s), 8.71 (1H, s), 7.63 (2H, m), 7.56 (2H, m). MS m/z: 502.01, 503.94, 505.92 [M+H]+. The reactants are CC(C)(C)OC(=O)NC(COc1ccccc1Br)C1CCCCC1, CC(C)(C)[O-], Cc1ccccc1, [Na+], c1ccc(P(c2ccccc2)(c2ccccc2)[Pd](P(c2ccccc2)(c2ccccc2)c2ccccc2)(P(c2ccccc2)(c2ccccc2)c2ccccc2)P(c2ccccc2)(c2ccccc2)c2ccccc2)cc1. The product is CC(C)(C)OC(=O)N1c2ccccc2OCC1C1CCCCC1. Reaction SMILES: [C:1]([CH3:2])([CH3:3])([CH3:4])[O:5][C:6](=[O:7])[NH:8][CH:9]([CH2:10][O:11][c:12]1[c:13]([Br:18])[cH:14][cH:15][cH:16][cH:17]1)[CH:19]1[CH2:20][CH2:21][CH2:22][CH2:23][CH2:24]1.[CH3:25][C:26]([CH3:27])([O-:28])[CH3:29].[CH3:31][c:32]1[cH:33][cH:34][cH:35][cH:36][cH:37]1.[Na+:30].[cH:38]1[cH:39][cH:40][c:41]([P:42]([Pd:43]([P:44]([c:45]2[cH:46][cH:47][cH:48][cH:49][cH:50]2)([c:51]2[cH:52][cH:53][cH:54][cH:55][cH:56]2)[c:57]2[cH:58][cH:59][cH:60][cH:61][cH:62]2)([P:63]([c:64]2[cH:65][cH:66][cH:67][cH:68][cH:69]2)([c:70]2[cH:71][cH:72][cH:73][cH:74][cH:75]2)[c:76]2[cH:77][cH:78][cH:79][cH:80][cH:81]2)[P:82]([c:83]2[cH:84][cH:85][cH:86][cH:87][cH:88]2)([c:89]2[cH:90][cH:91][cH:92][cH:93][cH:94]2)[c:95]2[cH:96][cH:97][cH:98][cH:99][cH:100]2)([c:101]2[cH:102][cH:103][cH:104][cH:105][cH:106]2)[c:107]2[cH:108][cH:109][cH:110][cH:111][cH:112]2)[cH:113][cH:114]1>>[C:1]([CH3:2])([CH3:3])([CH3:4])[O:5][C:6](=[O:7])[N:8]1[CH:9]([CH:19]2[CH2:20][CH2:21][CH2:22][CH2:23][CH2:24]2)[CH2:10][O:11][c:12]2[c:13]1[cH:14][cH:15][cH:16][cH:17]2. Procedure: To a solution of (2-methyl-quinolin-6-yl)-acetic acid ethyl ester (100 mg, 0.436 mmol) in methanol (2 mL) was added 4 M aqueous solution of lithium hydroxide (0.55 mL, 2.18 mmol). The reaction mixture was stirred at room temperature for 14 h then it was concentrated in vacuo, diluted with water, and treated with 1 N aqueous hydrochloric acid until pH 5. The aqueous layer was extracted with ethyl acetate (3×), and the combined organic layers were dried over sodium sulfate, filtered, and concentra... Reactants: C(C)OC(CC=1C=C2C=CC(=NC2=CC1)C)=O ((2-methyl-quinolin-6-yl)-acetic acid ethyl ester), aqueous solution, [OH-].[Li+] (lithium hydroxide). Run at time 14 hour. Yields the product CC1=NC2=CC=C(C=C2C=C1)CC(=O)O ((2-methyl-quinolin-6-yl)-acetic acid). The yield is 21.7%. Run in CO (methanol). RXN SMILES: C([O:3][C:4](=[O:17])[CH2:5][C:6]1[CH:7]=[C:8]2[C:13](=[CH:14][CH:15]=1)[N:12]=[C:11]([CH3:16])[CH:10]=[CH:9]2)C.[OH-].[Li+]>CO>[CH3:16][C:11]1[CH:10]=[CH:9][C:8]2[C:13](=[CH:14][CH:15]=[C:6]([CH2:5][C:4]([OH:17])=[O:3])[CH:7]=2)[N:12]=1 |f:1.2|. Reactants: CC(Oc1ccc(Cl)cc1)c1ccnc(N)n1, O=C(Cl)C1(c2ccc3c(c2)OCO3)CC1, c1ccncc1. Product: CC(Oc1ccc(Cl)cc1)c1ccnc(NC(=O)C2(c3ccc4c(c3)OCO4)CC2)n1. RXN SMILES: [Cl:16][c:17]1[cH:18][cH:19][c:20]([O:21][CH:22]([CH3:23])[c:24]2[n:25][c:26]([NH2:30])[n:27][cH:28][cH:29]2)[cH:31][cH:32]1.[O:1]1[CH2:2][O:3][c:4]2[c:5]1[cH:6][cH:7][c:8]([C:10]1([C:13](=[O:14])[Cl:15])[CH2:11][CH2:12]1)[cH:9]2.[cH:33]1[cH:34][cH:35][n:36][cH:37][cH:38]1>>[O:1]1[CH2:2][O:3][c:4]2[c:5]1[cH:6][cH:7][c:8]([C:10]1([C:13](=[O:14])[NH:30][c:26]3[n:25][c:24]([CH:22]([O:21][c:20]4[cH:19][cH:18][c:17]([Cl:16])[cH:32][cH:31]4)[CH3:23])[cH:29][cH:28][n:27]3)[CH2:11][CH2:12]1)[cH:9]2. The product is COC(=O)c1nn2c(c1OCc1ccccc1)C(=O)NCC2. Reactants: CO, COC(=O)c1nn(CCN=[N+]=[N-])c(C(=O)OC)c1OCc1ccccc1, CN(C)C=O, O, c1ccc(P(c2ccccc2)c2ccccc2)cc1. RXN SMILES: [CH3:47][OH:48].[N:1]([CH2:4][CH2:5][n:6]1[n:7][c:8]([C:23](=[O:24])[O:25][CH3:26])[c:9]([O:15][CH2:16][c:17]2[cH:18][cH:19][cH:20][cH:21][cH:22]2)[c:10]1[C:11]([O:2][CH3:3])=[O:12])=[N+:13]=[N-:14].[O:49]=[CH:50][N:51]([CH3:52])[CH3:53].[OH2:46].[c:27]1([P:28]([c:29]2[cH:30][cH:31][cH:32][cH:33][cH:34]2)[c:35]2[cH:36][cH:37][cH:38][cH:39][cH:40]2)[cH:41][cH:42][cH:43][cH:44][cH:45]1>>[NH:1]1[CH2:4][CH2:5][n:6]2[n:7][c:8]([C:23](=[O:24])[O:25][CH3:26])[c:9]([O:15][CH2:16][c:17]3[cH:18][cH:19][cH:20][cH:21][cH:22]3)[c:10]2[C:11]1=[O:12].